Dataset: the Open Reaction Database (ORD), a public repository of structured organic reaction records. Task: describe an organic reaction: reactants, conditions, products, and yield Starting materials: C(C)(=O)NC1(C2CCC(C1)CC2)CNC(C)=O (2-acetylamino 2-acetylaminomethyl-bicyclo[2.2.2]octane), solution, Cl (hydrochloric acid). The solvent is O (water). The product is Cl.Cl.NC1(C2CCC(C1)CC2)CN (2-amino-2-aminomethyl-bicyclo[2.2.2]octane dihydrochloride). As a reaction SMILES: C([NH:4][C:5]1([CH2:13][NH:14]C(=O)C)[CH2:10][CH:9]2[CH2:11][CH2:12][CH:6]1[CH2:7][CH2:8]2)(=O)C.[ClH:18]>O>[ClH:18].[ClH:18].[NH2:4][C:5]1([CH2:13][NH2:14])[CH2:10][CH:9]2[CH2:11][CH2:12][CH:6]1[CH2:7][CH2:8]2 |f:3.4.5|. Procedure details: The procedure is as Example 1, but starting from 2-acetylamino 2-acetylaminomethyl-bicyclo[2.2.2]octane (4.6 g) in a 6N solution (100 cc) of hydrochloric acid in water for 48 hours under reflux; taking up the residue from the evaporation in ethanol (25 cc) and diethyl ether (75 cc), 2-amino-2-aminomethyl-bicyclo[2.2.2]octane dihydrochloride (3 g) is obtained in the form of white crystals which melt at 302°-303° C. Starting materials: ClC1=CC=C(C(=O)N2C(=CC3=CC(=CC=C23)OC)C)C=C1.C(C)C=1C=C(C(=O)N)C=CC1Cl (N-(p-chlorobenzoyl)-5-methoxy-2-methylindole 3-ethyl-(p-chloro)benzamide), 9h, Compound 8e, BrC1=CC=C(CBr)C=C1 (4-bromobenzyl bromide). Yields the product ClC1=CC=C(CN2C(=CC3=CC(=CC=C23)OC)C)C=C1.C(C)C=1C=C(C(=O)N)C=CC1Cl (N-(p-chlorobenzyl)-5-methoxy-2-methylindole 3-ethyl-(p-chloro)benzamide). As a reaction SMILES: [Cl:1][C:2]1[CH:21]=[CH:20][C:5]([C:6]([N:8]2[C:16]3[C:11](=[CH:12][C:13]([O:17][CH3:18])=[CH:14][CH:15]=3)[CH:10]=[C:9]2[CH3:19])=O)=[CH:4][CH:3]=1.[CH2:22]([C:24]1[CH:25]=[C:26]([CH:30]=[CH:31][C:32]=1[Cl:33])[C:27]([NH2:29])=[O:28])[CH3:23].BrC1C=CC(CBr)=CC=1>>[Cl:1][C:2]1[CH:21]=[CH:20][C:5]([CH2:6][N:8]2[C:16]3[C:11](=[CH:12][C:13]([O:17][CH3:18])=[CH:14][CH:15]=3)[CH:10]=[C:9]2[CH3:19])=[CH:4][CH:3]=1.[CH2:22]([C:24]1[CH:25]=[C:26]([CH:30]=[CH:31][C:32]=1[Cl:33])[C:27]([NH2:29])=[O:28])[CH3:23] |f:0.1,3.4|. Procedure details: The procedure employed for preparation of Compound 9e was repeated except as follows. In the treatment of Compound 8e, 4-bromobenzyl bromide for N-alkylation was used instead of 4-CBC for N-acylation, so the resultant was 9h instead of 9e.